describe an organic reaction: reactants, conditions, products, and yield From a dataset of the Open Reaction Database (ORD), a public repository of structured organic reaction records. Starting materials: Cl, O=C(CC(O)C1CCCCC1)c1ccccc1. Yields the product O=C(CC(Cl)C1CCCCC1)c1ccccc1. RXN SMILES: [ClH:18].[c:1]1([C:7]([CH2:8][CH:9]([CH:10]2[CH2:11][CH2:12][CH2:13][CH2:14][CH2:15]2)[OH:16])=[O:17])[cH:2][cH:3][cH:4][cH:5][cH:6]1>>[c:1]1([C:7]([CH2:8][CH:9]([CH:10]2[CH2:11][CH2:12][CH2:13][CH2:14][CH2:15]2)[Cl:18])=[O:17])[cH:2][cH:3][cH:4][cH:5][cH:6]1. RXN SMILES: [C:1]([CH3:2])([CH3:3])([CH3:4])[O:5][C:6](=[O:7])[NH:8][CH2:9][O:10][c:11]1[c:12]([C:13](=[O:14])[O:15][CH3:16])[cH:17][cH:18][cH:19][cH:20]1.[CH3:21][Si:22]([CH3:23])([CH3:24])[O-:25].[K+:26].[O:27]1[CH2:28][CH2:29][CH2:30][CH2:31]1>>[C:1]([CH3:2])([CH3:3])([CH3:4])[O:5][C:6](=[O:7])[NH:8][CH2:9][O:10][c:11]1[c:12]([C:13](=[O:14])[OH:15])[cH:17][cH:18][cH:19][cH:20]1. Starting materials: COC(=O)c1ccccc1OCNC(=O)OC(C)(C)C, C[Si](C)(C)[O-], [K+], C1CCOC1. Yields the product CC(C)(C)OC(=O)NCOc1ccccc1C(=O)O. Reactants: COC(=O)C(CC(C)C)N1CC(Oc2cccc(C#N)c2)=CC1=O, [Li+], C1CCOC1, [OH-], O. Yields the product CC(C)CC(C(=O)O)N1CC(Oc2cccc(C#N)c2)=CC1=O. RXN SMILES: [CH3:1][O:2][C:3]([CH:4]([CH2:5][CH:6]([CH3:7])[CH3:8])[N:9]1[C:10](=[O:23])[CH:11]=[C:12]([O:14][c:15]2[cH:16][c:17]([C:21]#[N:22])[cH:18][cH:19][cH:20]2)[CH2:13]1)=[O:24].[Li+:27].[O:28]1[CH2:29][CH2:30][CH2:31][CH2:32]1.[OH-:26].[OH2:25]>>[O:2]=[C:3]([CH:4]([CH2:5][CH:6]([CH3:7])[CH3:8])[N:9]1[C:10](=[O:23])[CH:11]=[C:12]([O:14][c:15]2[cH:16][c:17]([C:21]#[N:22])[cH:18][cH:19][cH:20]2)[CH2:13]1)[OH:24]. The product is NCC(=O)N(C)CC1=CC=CC=C1 (2-amino-N-benzyl-N-methylacetamide). Starting materials: C(C)(C)(C)OC(=O)NCC(=O)O (N-(t-butoxycarbonyl)glycine), CNCC1=CC=CC=C1 (N-methylbenzylamine), NC[C@H]1N(CCC1)CC ((S)-(−)-2-aminomethyl-1-ethylpyrrolidine), C(C)=O (acetaldehyde). Procedure details: By using N-(t-butoxycarbonyl)glycine (1.0 g) and N-methylbenzylamine (736 μl) as a starting material, the title compound (740 mg) was obtained in the same manners as those of Reference Example 88, (1) and Reference Example 78, (3). Reaction SMILES: C(OC([NH:8]CC(O)=O)=O)(C)(C)C.[CH3:13][NH:14][CH2:15][C:16]1[CH:21]=[CH:20][CH:19]=[CH:18][CH:17]=1.NC[C@@H]1CCCN1CC.[CH:31](=[O:33])[CH3:32]>>[NH2:8][CH2:32][C:31]([N:14]([CH2:15][C:16]1[CH:21]=[CH:20][CH:19]=[CH:18][CH:17]=1)[CH3:13])=[O:33]. The reactants are CS(=O)(=O)OCC1CC2=C3C=CC(NC3=CC=C2O1)=O (2-Methanesulfonyloxymethyl-1,2,6,7-tetrahydrofuro-[3,2-f]quinoline-7-one), [N-]=[N+]=[N-].[Na+] (sodium azide), O (water). Run in CN(C=O)C (dimethylformamide). Conditions: temperature 100 celsius, time 2 hour. Product: N(=[N+]=[N-])CC1CC2=C3C=CC(NC3=CC=C2O1)=O (2-Azidomethyl-1,2,6,7-tetrahydrofuro-[3,2-f]quinoline-7-one). The yield is 89.8%. Reaction SMILES: CS(O[CH2:6][CH:7]1[O:19][C:18]2[C:9](=[C:10]3[C:15](=[CH:16][CH:17]=2)[NH:14][C:13](=[O:20])[CH:12]=[CH:11]3)[CH2:8]1)(=O)=O.[N-:21]=[N+:22]=[N-:23].[Na+].O>CN(C)C=O>[N:21]([CH2:6][CH:7]1[O:19][C:18]2[C:9](=[C:10]3[C:15](=[CH:16][CH:17]=2)[NH:14][C:13](=[O:20])[CH:12]=[CH:11]3)[CH2:8]1)=[N+:22]=[N-:23] |f:1.2|. Procedure details: The compound obtained in Example 157 (1.0 g, 3.37 mmol) and sodium azide (1.9 g, 33.7 mmol) were suspended in dimethylformamide (20 ml). The suspension was stirred at 100° C. for 2 hours, followed by cooling. The reaction mixture was combined with water, and the precipitated crystals were collected by filtration and washed with water. 0.733 g of the title compound was obtained as pale brown crystals (89.4%, mp.: 194° C. (dec.)). Reactants: CC(C)C=1C=C2C(NC=NC2=C(C1)C(C)C)=O (6,8-bis-(1-methylethyl)-quinazolin-4(3H)-one), COC(\C=C/Cl)=O ((Z)-3-chloro-2-propenoic acid methyl ester), C([O-])([O-])=O.[K+].[K+] (potassium carbonate). Run in CC(=O)C (acetone). Yields the product COC(\C=C\N1C=NC2=C(C=C(C=C2C1=O)C(C)C)C(C)C)=O ((E)-3-[6,8-bis-(1-methylethyl)-4-oxo-4H-quinazolin-3-yl]-2-propenoic acid methyl ester). The yield is 74.0%. As a reaction SMILES: [CH3:1][CH:2]([C:4]1[CH:5]=[C:6]2[C:11](=[C:12]([CH:14]([CH3:16])[CH3:15])[CH:13]=1)[N:10]=[CH:9][NH:8][C:7]2=[O:17])[CH3:3].[CH3:18][O:19][C:20](=[O:24])/[CH:21]=[CH:22]\Cl.C(=O)([O-])[O-].[K+].[K+]>CC(C)=O>[CH3:18][O:19][C:20](=[O:24])/[CH:21]=[CH:22]/[N:8]1[C:7](=[O:17])[C:6]2[C:11](=[C:12]([CH:14]([CH3:16])[CH3:15])[CH:13]=[C:4]([CH:2]([CH3:1])[CH3:3])[CH:5]=2)[N:10]=[CH:9]1 |f:2.3.4|. Procedure details: A mixture of 3.10 g (0.013)mol) of 6,8-bis-(1-methylethyl)-quinazolin-4(3H)-one, 1.78 g (0.0148 mol) of (Z)-3-chloro-2-propenoic acid methyl ester and 3.72 g (0.027 mol) of anhydrous potassium carbonate in 100 ml. of anhydrous acetone was stirred at reflux for 17 hr. The reaction mixture was filtered, the solid was washed with acetone and the filtrate was concentrated in vacuo to an oil which soon crystallized. Recrystallization from methanol gave 3.11 g, m.p. 102°-103°, (74% yield) of (E)-3-[6,...